Task: describe an organic reaction: reactants, conditions, products, and yield. Dataset: the Open Reaction Database (ORD), a public repository of structured organic reaction records Starting materials: ClC=1C(=NC=NC1Cl)N (5,6-dichloropyrimidin-4-amine), NCC1CCN(CC1)C(=O)OC(C)(C)C (tert-butyl 4-(aminomethyl)piperidine-1-carboxylate), O(C1=CC=CC=C1)C1=CC=C(C=C1)B(O)O ((4-phenoxyphenyl)boronic acid), COCCN(C/C=C/C(=O)O)C ((E)-4-((2-methoxyethyl)(methyl)amino)but-2-enoic acid). RXN SMILES: Cl[C:2]1[C:3]([NH2:9])=[N:4][CH:5]=[N:6][C:7]=1Cl.[NH2:10][CH2:11][CH:12]1[CH2:17][CH2:16][N:15]([C:18]([O:20]C(C)(C)C)=O)[CH2:14][CH2:13]1.[O:25]([C:32]1[CH:37]=[CH:36][C:35](B(O)O)=[CH:34][CH:33]=1)[C:26]1[CH:31]=[CH:30][CH:29]=[CH:28][CH:27]=1.[CH3:41][O:42][CH2:43][CH2:44][N:45]([CH3:52])[CH2:46]/[CH:47]=[CH:48]/C(O)=O>>[NH2:9][C:3]1[N:4]=[CH:5][N:6]=[C:7]([NH:10][CH2:11][CH:12]2[CH2:13][CH2:14][N:15]([C:18](=[O:20])/[CH:48]=[CH:47]/[CH2:46][N:45]([CH2:44][CH2:43][O:42][CH3:41])[CH3:52])[CH2:16][CH2:17]2)[C:2]=1[C:29]1[CH:30]=[CH:31][C:26]([O:25][C:32]2[CH:37]=[CH:36][CH:35]=[CH:34][CH:33]=2)=[CH:27][CH:28]=1. Product: NC1=C(C(=NC=N1)NCC1CCN(CC1)C(\C=C\CN(C)CCOC)=O)C1=CC=C(C=C1)OC1=CC=CC=C1 ((E)-1-(4-(((6-amino-5-(4-phenoxyphenyl)pyrimidin-4-yl)amino)methyl)piperidin-1-yl)-4-((2-methoxyethyl)(methyl)amino)but-2-en-1-one). Procedure details: (E)-1-(4-(((6-amino-5-(4-phenoxyphenyl)pyrimidin-4-yl)amino)methyl)piperidin-1-yl)-4-((2-methoxyethyl)(methyl)amino)but-2-en-1-one was prepared from 5,6-dichloropyrimidin-4-amine, tert-butyl 4-(aminomethyl)piperidine-1-carboxylate, (4-phenoxyphenyl)boronic acid and (E)-4-((2-methoxyethyl)(methyl)amino)but-2-enoic acid using methods B, C, D, and E. HPLC purity: 99%. MS: m/z=531 [M+H]+.